From a dataset of the Open Reaction Database (ORD), a public repository of structured organic reaction records. describe an organic reaction: reactants, conditions, products, and yield Starting materials: CCCc1nc2c(N(Cc3ccc(OC)cc3)Cc3ccc(OC)cc3)nc(C)c(C)c2n1Cc1cc(-c2ccc(F)cc2)no1, O=C(O)C(F)(F)F. Product: CCCc1nc2c(N)nc(C)c(C)c2n1Cc1cc(-c2ccc(F)cc2)no1. As a reaction SMILES: [F:1][c:2]1[cH:3][cH:4][c:5](-[c:8]2[n:9][o:10][c:11]([CH2:13][n:14]3[c:15]([CH2:44][CH2:45][CH3:46])[n:16][c:17]4[c:18]([N:25]([CH2:26][c:27]5[cH:28][cH:29][c:30]([O:31][CH3:32])[cH:33][cH:34]5)[CH2:35][c:36]5[cH:37][cH:38][c:39]([O:40][CH3:41])[cH:42][cH:43]5)[n:19][c:20]([CH3:24])[c:21]([CH3:23])[c:22]34)[cH:12]2)[cH:6][cH:7]1.[OH:47][C:48]([C:49]([F:50])([F:51])[F:52])=[O:53]>>[F:1][c:2]1[cH:3][cH:4][c:5](-[c:8]2[n:9][o:10][c:11]([CH2:13][n:14]3[c:15]([CH2:44][CH2:45][CH3:46])[n:16][c:17]4[c:18]([NH2:25])[n:19][c:20]([CH3:24])[c:21]([CH3:23])[c:22]34)[cH:12]2)[cH:6][cH:7]1. Reactants: N#CC1CCC(=O)c2cc(C3CCCCC3)c(Cl)cc21, CC(=O)O, O, O=S(=O)(O)O. The product is O=C1CCC(C(=O)O)c2cc(Cl)c(C3CCCCC3)cc21. Reaction SMILES: [C:1]([CH:2]1[CH2:4][CH2:5][C:6](=[O:20])[c:7]2[cH:8][c:9]([CH:14]3[CH2:15][CH2:16][CH2:17][CH2:18][CH2:19]3)[c:10]([Cl:13])[cH:11][c:12]21)#[N:3].[CH3:21][C:22]([OH:23])=[O:24].[OH2:30].[S:25](=[O:26])(=[O:27])([OH:28])[OH:29]>>[CH2:4]1[CH2:5][C:6](=[O:20])[c:7]2[cH:8][c:9]([CH:14]3[CH2:15][CH2:16][CH2:17][CH2:18][CH2:19]3)[c:10]([Cl:13])[cH:11][c:12]2[CH:21]1[C:22]([OH:23])=[O:24]. Reactants: Cl (HCl), C(=O)([O-])[O-].[Cs+].[Cs+] (Cs2CO3), CC1CC(OC(C1)=O)=O (4-methyldihydro-2H-pyran-2,6(3H)-dione), [NH4+].[Cl-] (NH4Cl), IC (iodomethane), C(C)(C)[Mg]Cl (isopropylmagnesium chloride), IC1=C(C=CC=C1OC)OC (2-iodo-1,3-dimethoxybenzene). Reagents/catalysts: [Cu]I (CuI). The solvent is O (water), CCOC(=O)C (AcOEt), CN(C)C=O (DMF), C1CCOC1 (THF), CCOCC (Et2O), C1CCOC1 (THF), C1CCOC1 (THF). Run at temperature -10 celsius, time 15 minute. Yields the product COC1=C(C(=CC=C1)OC)C(CC(CC(=O)OC)C)=O (methyl 5-(2,6-dimethoxyphenyl)-3-methyl-5-oxopentanoate). RXN SMILES: I[C:2]1[C:7]([O:8][CH3:9])=[CH:6][CH:5]=[CH:4][C:3]=1[O:10][CH3:11].[CH:12]([Mg]Cl)(C)C.[CH3:17][CH:18]1[CH2:23][C:22](=[O:24])[O:21][C:20](=[O:25])[CH2:19]1.Cl.[NH4+].[Cl-].C([O-])([O-])=O.[Cs+].[Cs+].IC>C1COCC1.[Cu]I.O.CCOC(C)=O.CN(C=O)C.CCOCC>[CH3:11][O:10][C:3]1[CH:4]=[CH:5][CH:6]=[C:7]([O:8][CH3:9])[C:2]=1[C:22](=[O:24])[CH2:23][CH:18]([CH3:17])[CH2:19][C:20]([O:21][CH3:12])=[O:25] |f:4.5,6.7.8|. Reported procedure: A cooled (−10° C.) solution of commercially available 2-iodo-1,3-dimethoxybenzene (2.000 g; 7.57 mmol) in anh. THF (30 ml) was treated dropwise with a solution of 2 M isopropylmagnesium chloride in THF (5.10 ml; 10.20 mmol), and the mixture was further stirred at −10° C., under nitrogen, for 15 min. This mixture was then added dropwise to a cooled (−40° C.) solution of commercially available 4-methyldihydro-2H-pyran-2,6(3H)-dione (970 mg; 7.57 mmol) and CuI (360 mg; 1.89 mmol) in anh. THF (20 ml... RXN SMILES: [CH2:25]1[CH2:26][NH:27][CH2:28][CH2:29][NH:30]1.[Cl:1][c:2]1[n:3][c:4]2[n:5][c:6]([N:19]3[CH2:20][CH2:21][S:22][CH2:23][CH2:24]3)[c:7]([Cl:18])[n:8][c:9]2[c:10]([N:12]2[CH2:13][CH2:14][S:15][CH2:16][CH2:17]2)[n:11]1>>[c:2]1([N:27]2[CH2:26][CH2:25][NH:30][CH2:29][CH2:28]2)[n:3][c:4]2[n:5][c:6]([N:19]3[CH2:20][CH2:21][S:22][CH2:23][CH2:24]3)[c:7]([Cl:18])[n:8][c:9]2[c:10]([N:12]2[CH2:13][CH2:14][S:15][CH2:16][CH2:17]2)[n:11]1. Yields the product Clc1nc2c(N3CCSCC3)nc(N3CCNCC3)nc2nc1N1CCSCC1. Starting materials: C1CNCCN1, Clc1nc(N2CCSCC2)c2nc(Cl)c(N3CCSCC3)nc2n1. Reactants: BrC=1C=C(C=C(C1)C)NC1=NC=CC(=N1)C(F)(F)F (N-(3-bromo-5-methylphenyl)-4-(trifluoromethyl)pyrimidin-2-amine), C(C)OC=1C=C(C=CC1)B(O)O ((3-ethoxyphenyl)boronic acid), C([O-])([O-])=O.[Na+].[Na+] (sodium carbonate), CC1OCCC1 (2-methyltetrahydrofuran), Si Dimercaptotriazine. Reagents/catalysts: C1=CC=C(C=C1)P([C-]2C=CC=C2)C3=CC=CC=C3.C1=CC=C(C=C1)P([C-]2C=CC=C2)C3=CC=CC=C3.Cl[Pd]Cl.[Fe+2].C(Cl)Cl (PdCl2(dppf) CH2Cl2). The solvent is C(C)#N (acetonitrile). Reaction conditions: temperature 60 celsius, time 4 hour. Yields the product C(C)OC=1C=C(C=CC1)C1=CC(=CC(=C1)C)NC1=NC=CC(=N1)C(F)(F)F (N-(3′-ethoxy-5-methylbiphenyl-3-yl)-4-(trifluoromethyl)pyrimidin-2-amine). Reaction SMILES: Br[C:2]1[CH:3]=[C:4]([NH:9][C:10]2[N:15]=[C:14]([C:16]([F:19])([F:18])[F:17])[CH:13]=[CH:12][N:11]=2)[CH:5]=[C:6]([CH3:8])[CH:7]=1.[CH2:20]([O:22][C:23]1[CH:24]=[C:25](B(O)O)[CH:26]=[CH:27][CH:28]=1)[CH3:21].C(=O)([O-])[O-].[Na+].[Na+].CC1CCCO1>C1C=CC(P(C2C=CC=CC=2)[C-]2C=CC=C2)=CC=1.C1C=CC(P(C2C=CC=CC=2)[C-]2C=CC=C2)=CC=1.Cl[Pd]Cl.[Fe+2].C(Cl)Cl.C(#N)C>[CH2:20]([O:22][C:23]1[CH:24]=[C:25]([C:2]2[CH:7]=[C:6]([CH3:8])[CH:5]=[C:4]([NH:9][C:10]3[N:15]=[C:14]([C:16]([F:18])([F:19])[F:17])[CH:13]=[CH:12][N:11]=3)[CH:3]=2)[CH:26]=[CH:27][CH:28]=1)[CH3:21] |f:2.3.4,6.7.8.9.10|. Procedure details: A mixture of N-(3-bromo-5-methylphenyl)-4-(trifluoromethyl)pyrimidin-2-amine (70 mg, 0.211 mmol), (3-ethoxyphenyl)boronic acid (70.1 mg, 0.422 mmol), PdCl2(dppf)-CH2Cl2 adduct (34.4 mg, 0.042 mmol), aqueous sodium carbonate (2 M, 211 μL, 0.422 mmol), and 2-methyltetrahydrofuran (1054 μl) was heated to 60° C. for 14 hours. Upon cooling to room temperature, Si-Dimercaptotriazine (222 mg, 0.126 mmol) and acetonitrile (3 mL) were added to reaction mixture and stirred for 4 hours at room temperature.... Starting materials: [N+](=O)([O-])C1=CC=C2C(=CNC2=C1)C=1CCNCC1 (6-nitro-3-(1,2,3,6-tetrahydropyridin-4-yl)-1H-indole), FC(C(=O)O)(F)F (trifluoroacetic acid), C(C)[SiH](CC)CC (Triethylsilane). Reaction conditions: time 12 hour. Product: FC(C(=O)O)(F)F.[N+](=O)([O-])C1=CC=C2C(=CNC2=C1)C1CCNCC1 (6-nitro-3-(piperidin-4-yl)-1H-indole trifluoroacetate). RXN SMILES: [N+:1]([C:4]1[CH:12]=[C:11]2[C:7]([C:8]([C:13]3[CH2:14][CH2:15][NH:16][CH2:17][CH:18]=3)=[CH:9][NH:10]2)=[CH:6][CH:5]=1)([O-:3])=[O:2].C([SiH](CC)CC)C.[F:26][C:27]([F:32])([F:31])[C:28]([OH:30])=[O:29]>>[F:26][C:27]([F:32])([F:31])[C:28]([OH:30])=[O:29].[N+:1]([C:4]1[CH:12]=[C:11]2[C:7]([C:8]([CH:13]3[CH2:14][CH2:15][NH:16][CH2:17][CH2:18]3)=[CH:9][NH:10]2)=[CH:6][CH:5]=1)([O-:3])=[O:2] |f:3.4|. Procedure: 6-nitro-3-(1,2,3,6-tetrahydropyridin-4-yl)-1H-indole (2.4 g, 9.9 mmol) was stirred in trifluoroacetic acid (10 mL) at room temperature under an atmosphere of nitrogen. Triethylsilane (1.65 mL, 10.4 mmol) was slowly added. After an initial exotherm, the mixture was stirred at room temperature for 12 hours. The mixture was concentrated under reduced pressure to yield a dark residue. The crude product was crystallized from ethanol to yield the title compound as a yellow crystalline solid. Yield 2.4... Reactants: NC1=NC=C(C2=CC(=CC=C12)F)C#N (1-amino-6-fluoro-isoquinoline-4-carbonitrile), C[Mg+].[Br-] (MeMgBr), CCOCC (ether), Cl (HCl), C(=O)(O)[O-].[Na+] (NaHCO3). Solvent: C1(=CC=CC=C1)C (toluene). Reaction conditions: time 2 hour. Product: NC1=NC=C(C2=CC(=CC=C12)F)C(C)=O (1-(1-amino-6-fluoro-isoquinolin-4-yl)-ethanone). Isolated yield 24.0%. RXN SMILES: [NH2:1][C:2]1[C:11]2[C:6](=[CH:7][C:8]([F:12])=[CH:9][CH:10]=2)[C:5](C#N)=[CH:4][N:3]=1.C[Mg+].[Br-].CC[O:20][CH2:21][CH3:22].Cl.C([O-])(O)=O.[Na+]>C1(C)C=CC=CC=1>[NH2:1][C:2]1[C:11]2[C:6](=[CH:7][C:8]([F:12])=[CH:9][CH:10]=2)[C:5]([C:21](=[O:20])[CH3:22])=[CH:4][N:3]=1 |f:1.2,5.6|. Reported procedure: To the solution of 1-amino-6-fluoro-isoquinoline-4-carbonitrile (3 g, 1 eq) in toluene (100 mL) is added 3M MeMgBr in ether (53 mL, 10 eq) at 0° C., then the mixture is stirred at RT for 2 h, then refluxed overnight. The reaction is cooled down and acidified by 2 N HCl aq. to pH˜3, then neutralized by Sat'd NaHCO3 aq (300 mL), extracted by dichloromethane (3×150 mL). The organic layer is dried over Na2SO4, filtered, concentrated to give product 1-(1-amino-6-fluoro-isoquinolin-4-yl)-ethanone (0.8... The product is CSSCCC(=O)Nc1ccc2[nH]c(C(=O)N3CC(CCl)c4c3cc(OC(=O)Nc3cccc(S(=O)(=O)O)c3)c3ccccc43)cc2c1. Reaction SMILES: [C:45](=[O:46])([c:47]1[nH:48][cH:49][cH:50][n:51]1)[c:52]1[nH:53][cH:54][cH:55][n:56]1.[CH:36]([N:37]([CH2:38][CH3:39])[CH:40]([CH3:41])[CH3:42])([CH3:43])[CH3:44].[CH:57]([N:58]([CH:59]([CH3:60])[CH3:61])[CH2:62][CH3:63])([CH3:64])[CH3:65].[Cl:1][CH2:2][CH:3]1[CH2:4][N:5]([C:17](=[O:18])[c:19]2[nH:20][c:21]3[cH:22][cH:23][c:24]([NH:28][C:29]([CH2:30][CH2:31][S:32][S:33][CH3:34])=[O:35])[cH:25][c:26]3[cH:27]2)[c:6]2[cH:7][c:8]([OH:16])[c:9]3[c:10]([c:11]21)[cH:12][cH:13][cH:14][cH:15]3.[NH2:66][c:67]1[cH:68][c:69]([S:73](=[O:74])(=[O:75])[OH:76])[cH:70][cH:71][cH:72]1>>[Cl:1][CH2:2][CH:3]1[CH2:4][N:5]([C:17](=[O:18])[c:19]2[nH:20][c:21]3[cH:22][cH:23][c:24]([NH:28][C:29]([CH2:30][CH2:31][S:32][S:33][CH3:34])=[O:35])[cH:25][c:26]3[cH:27]2)[c:6]2[cH:7][c:8]([O:16][C:45](=[O:46])[NH:66][c:67]3[cH:68][c:69]([S:73](=[O:74])(=[O:75])[OH:76])[cH:70][cH:71][cH:72]3)[c:9]3[c:10]([c:11]21)[cH:12][cH:13][cH:14][cH:15]3. Reactants: O=C(c1ncc[nH]1)c1ncc[nH]1, CCN(C(C)C)C(C)C, CCN(C(C)C)C(C)C, CSSCCC(=O)Nc1ccc2[nH]c(C(=O)N3CC(CCl)c4c3cc(O)c3ccccc43)cc2c1, Nc1cccc(S(=O)(=O)O)c1.